Dataset: the Open Reaction Database (ORD), a public repository of structured organic reaction records. Task: describe an organic reaction: reactants, conditions, products, and yield Reactants: Cc1ccc(Cl)cc1-c1nc(Cl)nc(Nc2ccc(CN(C)C)cc2)n1, N, C1CCOC1. The product is Cc1ccc(Cl)cc1-c1nc(N)nc(Nc2ccc(CN(C)C)cc2)n1. RXN SMILES: [Cl:1][c:2]1[n:3][c:4]([NH:16][c:17]2[cH:18][cH:19][c:20]([CH2:23][N:24]([CH3:25])[CH3:26])[cH:21][cH:22]2)[n:5][c:6](-[c:8]2[c:9]([CH3:15])[cH:10][cH:11][c:12]([Cl:14])[cH:13]2)[n:7]1.[NH3:27].[O:28]1[CH2:29][CH2:30][CH2:31][CH2:32]1>>[c:2]1([NH2:27])[n:3][c:4]([NH:16][c:17]2[cH:18][cH:19][c:20]([CH2:23][N:24]([CH3:25])[CH3:26])[cH:21][cH:22]2)[n:5][c:6](-[c:8]2[c:9]([CH3:15])[cH:10][cH:11][c:12]([Cl:14])[cH:13]2)[n:7]1. Starting materials: NC1=C(C=C(C=C1Cl)S(=O)(=O)NC(C(=O)N1CCC(CC1)C(=O)N)CC1=CC2=C(NC=N2)C=C1)Cl (4-amino-N-[1-(1H-benzimidazol-5-ylmethyl)-2-(4-aminocarbonyl-piperidin-1-yl)-2-oxo-ethyl]-3,5-dichloro-benzenesulphonamide), P(=O)(Cl)(Cl)Cl (phosphorusoxychloride). The product is NC1=C(C=C(C=C1Cl)S(=O)(=O)NC(C(=O)N1CCC(CC1)C#N)CC1=CC2=C(NC=N2)C=C1)Cl (4-Amino-N-[1-(1H-benzimidazol-5-yl-methyl)-2-(4-cyano-piperidin-1-yl)-2-oxo-ethyl]-3,5-dichlorobenzenesulphonamide). As a reaction SMILES: [NH2:1][C:2]1[C:7]([Cl:8])=[CH:6][C:5]([S:9]([NH:12][CH:13]([CH2:25][C:26]2[CH:34]=[CH:33][C:29]3[NH:30][CH:31]=[N:32][C:28]=3[CH:27]=2)[C:14]([N:16]2[CH2:21][CH2:20][CH:19]([C:22]([NH2:24])=O)[CH2:18][CH2:17]2)=[O:15])(=[O:11])=[O:10])=[CH:4][C:3]=1[Cl:35].P(Cl)(Cl)(Cl)=O>>[NH2:1][C:2]1[C:3]([Cl:35])=[CH:4][C:5]([S:9]([NH:12][CH:13]([CH2:25][C:26]2[CH:34]=[CH:33][C:29]3[NH:30][CH:31]=[N:32][C:28]=3[CH:27]=2)[C:14]([N:16]2[CH2:21][CH2:20][CH:19]([C:22]#[N:24])[CH2:18][CH2:17]2)=[O:15])(=[O:10])=[O:11])=[CH:6][C:7]=1[Cl:8]. Procedure: Prepared from 4-amino-N-[1-(1H-benzimidazol-5-ylmethyl)-2-(4-aminocarbonyl-piperidin-1-yl)-2-oxo-ethyl]-3,5-dichloro-benzenesulphonamide by reacting with phosphorusoxychloride at ambient temperature.